From a dataset of the Open Reaction Database (ORD), a public repository of structured organic reaction records. describe an organic reaction: reactants, conditions, products, and yield Reactants: OC1=C2CCC(NC2=CC=C1)=O (5-hydroxy-3,4-dihydrocarbostyril), C(C(CCl)O)O (glycerol α-monochlorohydrin), [Na] (sodium). Run in C(C)O (ethanol). Yields the product OC(COC1=C2CCC(NC2=CC=C1)=O)CO (5-(2,3-dihyroxy)propoxy-3,4-dihydrocarbostyril). The yield is 29.6%. RXN SMILES: [Na].[OH:2][C:3]1[CH:12]=[CH:11][CH:10]=[C:9]2[C:4]=1[CH2:5][CH2:6][C:7](=[O:13])[NH:8]2.[CH2:14]([OH:19])[CH:15]([OH:18])[CH2:16]Cl>C(O)C>[OH:18][CH:15]([CH2:14][OH:19])[CH2:16][O:2][C:3]1[CH:12]=[CH:11][CH:10]=[C:9]2[C:4]=1[CH2:5][CH2:6][C:7](=[O:13])[NH:8]2 |^1:0|. Procedure: 0.23 g of sodium metal was dissolved in 40 ml of ethanol, and 1.63 g of 5-hydroxy-3,4-dihydrocarbostyril and 1.1 g of glycerol α-monochlorohydrin were added to the resulting solution followed by refluxing the mixture for 6 hours. After allowing the mixture to cool, the precipitated crystals were filtered, and the filtrate was concentrated to dryness. The residue thus obtained was extracted with 100 ml of chloroform, and the extract was washed with a 5% aqueous sodium hydroxide solution and then ... Reactants: ice water, C([O-])([O-])=O.[K+].[K+] (Potassium carbonate), CN(CCCl)C (2-dimethylaminoethyl chloride), NC1=C(C=CC=C1)S[C@H]([C@H](C(=O)N)O)C1=CC=C(C=C1)OC ((2S,3S)-3-(2-aminophenylthio)-2-hydroxy-3-(4-methoxyphenyl)propionamide). The solvent is CS(=O)C (dimethyl sulfoxide). Reaction conditions: temperature 70 celsius. Product: CN(CCNC1=C(C=CC=C1)S[C@H]([C@H](C(=O)N)O)C1=CC=C(C=C1)OC)C ((2S,3S)-3-[2-(2-dimethylaminoethylamino)phenylthio]-2-hydroxy-3-(4-methoxyphenyl)-propionamide). Reaction SMILES: C(=O)([O-])[O-].[K+].[K+].[NH2:7][C:8]1[CH:13]=[CH:12][CH:11]=[CH:10][C:9]=1[S:14][C@@H:15]([C:21]1[CH:26]=[CH:25][C:24]([O:27][CH3:28])=[CH:23][CH:22]=1)[C@@H:16]([OH:20])[C:17]([NH2:19])=[O:18].[CH3:29][N:30]([CH3:34])[CH2:31][CH2:32]Cl>CS(C)=O>[CH3:29][N:30]([CH3:34])[CH2:31][CH2:32][NH:7][C:8]1[CH:13]=[CH:12][CH:11]=[CH:10][C:9]=1[S:14][C@@H:15]([C:21]1[CH:22]=[CH:23][C:24]([O:27][CH3:28])=[CH:25][CH:26]=1)[C@@H:16]([OH:20])[C:17]([NH2:19])=[O:18] |f:0.1.2|. Procedure details: Potassium carbonate is added to dimethyl sulfoxide, and the mixture is stirred at 70° C. The mixture is cooled to room temperature, and thereto is added (2S,3S)-3-(2-aminophenylthio)-2-hydroxy-3-(4-methoxyphenyl)propionamide, and stirred. To the reaction mixture is added dropwise 2-dimethylaminoethyl chloride, and the mixture is stirred at room temperature. The reaction mixture is poured into ice-water, and extracted with ethyl acetate. The extract is dried, and concentrated under reduced pressu...